Task: describe an organic reaction: reactants, conditions, products, and yield. Dataset: the Open Reaction Database (ORD), a public repository of structured organic reaction records The reactants are CCNc1nc(C(F)(F)F)ccc1C=CC(=O)O, Cl, C=Cc1cc(CN)cc(F)c1NS(C)(=O)=O. Product: C=Cc1cc(CNC(=O)C=Cc2ccc(C(F)(F)F)nc2NCC)cc(F)c1NS(C)(=O)=O. RXN SMILES: [CH2:18]([CH3:19])[NH:20][c:21]1[n:22][c:23]([C:32]([F:33])([F:34])[F:35])[cH:24][cH:25][c:26]1[CH:27]=[CH:28][C:29](=[O:30])[OH:31].[ClH:17].[NH2:1][CH2:2][c:3]1[cH:4][c:5]([F:16])[c:6]([NH:11][S:12](=[O:13])(=[O:14])[CH3:15])[c:7]([CH:9]=[CH2:10])[cH:8]1>>[NH:1]([CH2:2][c:3]1[cH:4][c:5]([F:16])[c:6]([NH:11][S:12](=[O:13])(=[O:14])[CH3:15])[c:7]([CH:9]=[CH2:10])[cH:8]1)[C:29]([CH:28]=[CH:27][c:26]1[c:21]([NH:20][CH2:18][CH3:19])[n:22][c:23]([C:32]([F:33])([F:34])[F:35])[cH:24][cH:25]1)=[O:30]. Reactants: c1ccc(CC2CCNCC2)cc1, CN1CCN(C(=O)c2cccc(C=O)c2)CC1. Yields the product CN1CCN(C(=O)c2cccc(CN3CCC(Cc4ccccc4)CC3)c2)CC1. Reaction SMILES: [CH2:18]([c:19]1[cH:20][cH:21][cH:22][cH:23][cH:24]1)[CH:25]1[CH2:26][CH2:27][NH:28][CH2:29][CH2:30]1.[CH3:1][N:2]1[CH2:3][CH2:4][N:5]([C:8](=[O:9])[c:10]2[cH:11][c:12]([CH:13]=[O:14])[cH:15][cH:16][cH:17]2)[CH2:6][CH2:7]1>>[CH3:1][N:2]1[CH2:3][CH2:4][N:5]([C:8](=[O:9])[c:10]2[cH:11][c:12]([CH2:13][N:28]3[CH2:27][CH2:26][CH:25]([CH2:18][c:19]4[cH:20][cH:21][cH:22][cH:23][cH:24]4)[CH2:30][CH2:29]3)[cH:15][cH:16][cH:17]2)[CH2:6][CH2:7]1. The reactants are CN1N=C(C=C1N)CC(C)C (1-methyl-3-(2-methylpropyl)-5-pyrazolamine), COCCOC(C(C(=O)C)=CC1=C(C=CC=C1)[N+](=O)[O-])=O (2-methoxyethyl-2-(2-nitrobenzyliden)acetoacetate). Yields the product COCCOC(=O)C=1C(C2=C(NC1C)N(N=C2CC(C)C)C)C2=C(C=CC=C2)[N+](=O)[O-] (4,7-Dihydro-1,6-dimethyl-3-(2-methylpropyl)-4-(2-nitrophenyl)-1H-pyrazolo[3,4-b]pyridin-5-carboxylic acid 2-methoxyethyl ester). As a reaction SMILES: [CH3:1][N:2]1[C:6]([NH2:7])=[CH:5][C:4]([CH2:8][CH:9]([CH3:11])[CH3:10])=[N:3]1.[CH3:12][O:13][CH2:14][CH2:15][O:16][C:17](=[O:32])[C:18](=[CH:22][C:23]1[CH:28]=[CH:27][CH:26]=[CH:25][C:24]=1[N+:29]([O-:31])=[O:30])[C:19]([CH3:21])=O>>[CH3:12][O:13][CH2:14][CH2:15][O:16][C:17]([C:18]1[CH:22]([C:23]2[CH:28]=[CH:27][CH:26]=[CH:25][C:24]=2[N+:29]([O-:31])=[O:30])[C:5]2[C:4]([CH2:8][CH:9]([CH3:11])[CH3:10])=[N:3][N:2]([CH3:1])[C:6]=2[NH:7][C:19]=1[CH3:21])=[O:32]. Procedure: Starting from 1-methyl-3-(2-methylpropyl)-5-pyrazolamine and 2-methoxyethyl-2-(2-nitrobenzyliden)acetoacetate. Reactants: CC(C)(C)OC(=O)CBr, O=C([O-])[O-], CC(C)=O, [K+], [K+], CCS(=O)(=O)CCOC(=O)C(=NO)c1csc(N)n1, O. Yields the product CCS(=O)(=O)CCOC(=O)C(=NOCC(=O)OC(C)(C)C)c1csc(N)n1. Reaction SMILES: [Br:20][CH2:21][C:22](=[O:23])[O:24][C:25]([CH3:26])([CH3:27])[CH3:28].[C:30](=[O:31])([O-:32])[O-:33].[CH3:36][C:37](=[O:38])[CH3:39].[K+:34].[K+:35].[NH2:1][c:2]1[s:3][cH:4][c:5]([C:7]([C:8](=[O:9])[O:10][CH2:11][CH2:12][S:13](=[O:14])(=[O:15])[CH2:16][CH3:17])=[N:18][OH:19])[n:6]1.[OH2:29]>>[NH2:1][c:2]1[s:3][cH:4][c:5]([C:7]([C:8](=[O:9])[O:10][CH2:11][CH2:12][S:13](=[O:14])(=[O:15])[CH2:16][CH3:17])=[N:18][O:19][CH2:21][C:22](=[O:23])[O:24][C:25]([CH3:26])([CH3:27])[CH3:28])[n:6]1. Reactants: N (Ammonia), ClC1=C(C=C(C=C1)N1C(C2=C(C1=O)CCCC2)=O)C=C(C(=O)OCC)Cl (N-[4-chloro-3-(2-chloro-2-ethoxycarbonylethenyl)-phenyl]-3,4,5,6-tetrahydrophthalimide). Solvent: C(C)#N (acetonitrile). Run at time 19 hour. The product is ClC1=C(C=C(C=C1)NC(C1=C(C(=O)N)CCCC1)=O)C=C(C(=O)OCC)Cl (N-[4-Chloro-3-(2-chloro-2-ethoxycarbonylethenyl)-phenyl]-3,4,5,6-tetrahydrophthalamide). As a reaction SMILES: [NH3:1].[Cl:2][C:3]1[CH:8]=[CH:7][C:6]([N:9]2[C:13](=[O:14])[C:12]3[CH2:15][CH2:16][CH2:17][CH2:18][C:11]=3[C:10]2=[O:19])=[CH:5][C:4]=1[CH:20]=[C:21]([Cl:27])[C:22]([O:24][CH2:25][CH3:26])=[O:23]>C(#N)C>[Cl:2][C:3]1[CH:8]=[CH:7][C:6]([NH:9][C:10](=[O:19])[C:11]2[CH2:18][CH2:17][CH2:16][CH2:15][C:12]=2[C:13]([NH2:1])=[O:14])=[CH:5][C:4]=1[CH:20]=[C:21]([Cl:27])[C:22]([O:24][CH2:25][CH3:26])=[O:23]. Procedure details: Ammonia gas was passed into a solution of 5.9 g of N-[4-chloro-3-(2-chloro-2-ethoxycarbonylethenyl)-phenyl]-3,4,5,6-tetrahydrophthalimide in 150 ml of acetonitrile until saturation was reached. The reaction mixture obtained was then stirred for a further 19 hours at 20°-25° C., after which the solid formed was separated off and then washed with petroleum ether. Mp.: 185°-186° C. The reactants are C(C1=CC=CC=C1)(=N)N (benzamidine), N1=CC=CC=C1 (pyridine), C(C=CC1=CC=CC=C1)(=O)Cl (cinnamoyl chloride). Run in C1(=CC=CC=C1)C (toluene), C1(=CC=CC=C1)C (toluene), C(C)(=O)OCC (ethyl acetate). Run at time 10 minute. The product is C1(=CC=CC=C1)C=1NC(CC(N1)=O)C1=CC=CC=C1 (5,6-dihydro-2,6-diphenylpyrimidin-4-one). The yield is 67.6%. RXN SMILES: [C:1]([NH2:9])(=[NH:8])[C:2]1[CH:7]=[CH:6][CH:5]=[CH:4][CH:3]=1.N1C=CC=CC=1.[C:16](Cl)(=[O:25])[CH:17]=[CH:18][C:19]1[CH:24]=[CH:23][CH:22]=[CH:21][CH:20]=1>C1(C)C=CC=CC=1.C(OCC)(=O)C>[C:2]1([C:1]2[NH:8][CH:18]([C:19]3[CH:24]=[CH:23][CH:22]=[CH:21][CH:20]=3)[CH2:17][C:16](=[O:25])[N:9]=2)[CH:7]=[CH:6][CH:5]=[CH:4][CH:3]=1. Procedure details: To a stirred suspension of 8.42 g (70.2 mmol) of benzamidine and 8 mL (99.2 mmol) of pyridine in 150 mL of toluene was added dropwise over 10 min a solution of 7.68 g (46.1 mmol) of cinnamoyl chloride in 20 mL of toluene. The mixture was stirred for 10 min at room temperature and heated at reflux for 2 days. The mixture was cooled, diluted with 150 mL of ethyl acetate and extracted with two 125 mL portions of 5% aqueous HCl. The combined aqueous HCl extracts were neutralized by careful addition ... Reactants: [Cl-].[La+3].[Cl-].[Cl-] (lanthanum chloride), C(C=CC1=CC=CC=C1)(=O)[O-].[Na+] (sodium cinnamate). Solvent: O (water). The product is C(C=CC1=CC=CC=C1)(=O)[O-].[La+3].C(C=CC1=CC=CC=C1)(=O)[O-].C(C=CC1=CC=CC=C1)(=O)[O-] (lanthanum cinnamate). As a reaction SMILES: [Cl-].[La+3:2].[Cl-].[Cl-].[C:5]([O-:15])(=[O:14])[CH:6]=[CH:7][C:8]1[CH:13]=[CH:12][CH:11]=[CH:10][CH:9]=1.[Na+]>O>[C:5]([O-:15])(=[O:14])[CH:6]=[CH:7][C:8]1[CH:9]=[CH:10][CH:11]=[CH:12][CH:13]=1.[La+3:2].[C:5]([O-:15])(=[O:14])[CH:6]=[CH:7][C:8]1[CH:9]=[CH:10][CH:11]=[CH:12][CH:13]=1.[C:5]([O-:15])(=[O:14])[CH:6]=[CH:7][C:8]1[CH:9]=[CH:10][CH:11]=[CH:12][CH:13]=1 |f:0.1.2.3,4.5,7.8.9.10|. Procedure: A sodium cinnamate aqueous solution was obtained by dissolving 1.698 g of sodium hydroxide in 300 ml of purified water and then thoroughly dissolving 6.289 g of cinnamic acid (conjugate number=4), while under stirring, in the resultant aqueous solution. This aqueous solution was adjusted to pH 11.0 with a 0.1 N. sodium hydroxide aqueous solution. Then, a lanthanum chloride aqueous solution obtained by thoroughly dissolving 5.0 g of lanthanum chloride (LaCl3.6H2O; purity 99.9%) in 100 ml of purif...